From a dataset of the Open Reaction Database (ORD), a public repository of structured organic reaction records. describe an organic reaction: reactants, conditions, products, and yield Reactants: BrC=1C=C2C3=C(NC2=CC1)C=NC(=C3)C(=O)OCC (ethyl 6-bromo-9H-pyrido[3,4-b]indole-3-carboxylate), O(C1=CC=CC=C1)CC1OC1 (phenoxymethyloxirane). The product is BrC=1C=C2C3=C(N(C2=CC1)CC(COC1=CC=CC=C1)O)C=NC(=C3)C(=O)OCC (ethyl 6-bromo-9-(2-hydroxy-3-phenoxypropyl)-9H-pyrido[3,4-b]indole-3-carboxylate). RXN SMILES: [Br:1][C:2]1[CH:3]=[C:4]2[C:8](=[CH:9][CH:10]=1)[NH:7][C:6]1[CH:11]=[N:12][C:13]([C:15]([O:17][CH2:18][CH3:19])=[O:16])=[CH:14][C:5]2=1.[O:20]([CH2:27][CH:28]1[CH2:30][O:29]1)[C:21]1[CH:26]=[CH:25][CH:24]=[CH:23][CH:22]=1>>[Br:1][C:2]1[CH:3]=[C:4]2[C:8](=[CH:9][CH:10]=1)[N:7]([CH2:30][CH:28]([OH:29])[CH2:27][O:20][C:21]1[CH:26]=[CH:25][CH:24]=[CH:23][CH:22]=1)[C:6]1[CH:11]=[N:12][C:13]([C:15]([O:17][CH2:18][CH3:19])=[O:16])=[CH:14][C:5]2=1. Procedure details: Following Representative Procedure 1, the title compound ethyl 6-bromo-9-(2-hydroxy-3-phenoxypropyl)-9H-pyrido[3,4-b]indole-3-carboxylate was prepared from ethyl 6-bromo-9H-pyrido[3,4-b]indole-3-carboxylate and phenoxymethyloxirane in 71% yield. The reactants are C(C)OC(=O)C=1C=NNC1 (1H-pyrazole-4-carboxylic acid ethyl ester), IC=1C=CC(=NC1)F (5-iodo-2-fluoropyridine), CNC1C(CCCC1)NC (N,N′-dimethyl-1,2-cyclohexanediamine), C([O-])([O-])=O.[K+].[K+] (potassium carbonate). The reagents and catalysts are [Cu]I (copper (I) iodide). The solvent is O (water). Reaction conditions: temperature 120 celsius, time 48 hour. Yields the product IC=1C=CC(=NC1)N1N=CC(=C1)C(=O)O (1-(5-Iodopyridin-2-yl)-1H-pyrazole-4-carboxylic acid). Isolated yield 8.7%. As a reaction SMILES: C([O:3][C:4]([C:6]1[CH:7]=[N:8][NH:9][CH:10]=1)=[O:5])C.[I:11][C:12]1[CH:13]=[CH:14][C:15](F)=[N:16][CH:17]=1.CNC1CCCCC1NC.C(=O)([O-])[O-].[K+].[K+]>[Cu]I.O>[I:11][C:12]1[CH:13]=[CH:14][C:15]([N:9]2[CH:10]=[C:6]([C:4]([OH:3])=[O:5])[CH:7]=[N:8]2)=[N:16][CH:17]=1 |f:3.4.5|. Procedure details: A mixture of 1H-pyrazole-4-carboxylic acid ethyl ester (2.00 g), 5-iodo-2-fluoropyridine (1.68 g), copper (I) iodide (136 mg), N,N′-dimethyl-1,2-cyclohexanediamine (5 ml) and potassium carbonate (4.06 g) was stirred at 120° C. for 48 hours. After completion of the reaction, water was added and extracted with ethyl acetate. The organic layer was dried over anhydrous magnesium sulfate and concentrated. The residue was dissolved in ethanol (10 ml), sodium hydroxide (568 mg) was added and the mixtur... Reactants: cellulose, C=1C(=CC(=C(C1I)OC=2C=C(C(=C(C2)I)O)I)I)C[C@@H](C(=O)[O-])N.O.[Na+] (levothyroxine sodium), C(C1=CC(O)=C(O)C(O)=C1)(=O)OCCC (propyl gallate), C([C@@H](O)[C@@H](O)[C@H](O)[C@H](O)CO)O (mannitol), C([C@@H]1[C@H]([C@@H]([C@H]([C@H](O1)O[C@]2([C@H]([C@@H]([C@H](O2)CO)O)O)CO)O)O)O)O (sucrose). The solvent is alcohol, O (water). Product: C=1C(=CC(=C(C1I)OC=2C=C(C(=C(C2)I)O)I)I)C[C@@H](C(=O)O)N (Levothyroxine). Reaction SMILES: C(O)[C@H]([C@H]([C@@H]([C@@H](CO)O)O)O)O.C(O)[C@H]1O[C@H](O[C@]2(CO)O[C@H](CO)[C@@H](O)[C@@H]2O)[C@H](O)[C@@H](O)[C@@H]1O.[CH:36]1[C:37]([CH2:54][C@H:55]([NH2:59])[C:56]([O-:58])=[O:57])=[CH:38][C:39]([I:53])=[C:40]([O:43][C:44]2[CH:45]=[C:46]([I:52])[C:47]([OH:51])=[C:48]([I:50])[CH:49]=2)[C:41]=1[I:42].O.[Na+].C(OCCC)(=O)C1C=C(O)C(O)=C(O)C=1>O>[CH:38]1[C:37]([CH2:54][C@H:55]([NH2:59])[C:56]([OH:58])=[O:57])=[CH:36][C:41]([I:42])=[C:40]([O:43][C:44]2[CH:49]=[C:48]([I:50])[C:47]([OH:51])=[C:46]([I:52])[CH:45]=2)[C:39]=1[I:53] |f:2.3.4|. Procedure: The microcrystalline cellulose, mannitol, and sucrose were screened or milled and then blended with levothyroxine sodium for about 6 minutes. Acacia, dissolved in water, and propyl gallate, dissolved in alcohol, were added over about 10 minutes to granulate the mixture. The wet granulation was dried at a temperature below 60° C. until the moisture content was less than about 4%. The dried granulation was sized by passing it through a mill, and then blended with the additional ingredients listed ... Starting materials: C1(=CC=CC=C1)C (toluene), [Na] (sodium), [Na] (sodium), CO (methyl alcohol), compound ( C ), C[O-].[Na+] (sodium methoxide), O (water). Yields the product COC[C@@H]1CC[C@H](CC1)C1=CC=CC=C1 (trans-4-methyloxymethyl-1-phenylcyclohexane). Reaction SMILES: [Na].[CH3:2][OH:3].C[O-].[Na+].O.[C:8]1([CH3:14])[CH:13]=[CH:12][CH:11]=[CH:10][CH:9]=1>>[CH3:2][O:3][CH2:14][C@H:8]1[CH2:13][CH2:12][C@H:11]([C:8]2[CH:13]=[CH:12][CH:11]=[CH:10][CH:9]=2)[CH2:10][CH2:9]1 |f:2.3,^1:0|. Procedure details: Slices of metal sodium (17.4 g, 0.755 mol) were added in small portions to methyl alcohol (250 ml) agitated at room temperature, to prepare sodium methoxide. After metal sodium pieces disappeared, a solution obtained by dissolving compound (C) (200.0 g, 0.581 mol) previously obtained, in dry toluene (600 ml) was gradually added through a dropping funnel so that the inner temperature was kept in the range of 50°~60° C. After the dropwise addition, the mixture was refluxed for 4 hours and then coo... The reactants are Cl.N1(CCNCC1)C(=O)C1=C(C=CC=C1)C(F)(F)F (piperazine-1-yl-(2-trifluoromethyl-phenyl)-methanone hydrochloride), CCN(C(C)C)C(C)C (DIPEA), S1C(=CC=C1)C(=O)NCC(=O)O ([(thiophene-2-carbonyl)-amino]-acetic acid), C=1C=CC2=C(C1)N=NN2O (HOBT), CCN=C=NCCCN(C)C.Cl (EDCI.HCl). The solvent is O (Water), CN(C)C=O (DMF). Run at time 8 hour. Product: O=C(CNC(=O)C=1SC=CC1)N1CCN(CC1)C(C1=C(C=CC=C1)C(F)(F)F)=O (thiophene-2-carboxylic acid {2-oxo-2-[4-(2-trifluoromethyl-benzoyl)-piperazine-1-yl]-ethyl}-amide). The yield is 54.0%. Reaction SMILES: CCN(C(C)C)C(C)C.[S:10]1[CH:14]=[CH:13][CH:12]=[C:11]1[C:15]([NH:17][CH2:18][C:19]([OH:21])=O)=[O:16].C1C=CC2N(O)N=NC=2C=1.CCN=C=NCCCN(C)C.Cl.Cl.[N:45]1([C:51]([C:53]2[CH:58]=[CH:57][CH:56]=[CH:55][C:54]=2[C:59]([F:62])([F:61])[F:60])=[O:52])[CH2:50][CH2:49][NH:48][CH2:47][CH2:46]1>CN(C=O)C.O>[O:21]=[C:19]([N:48]1[CH2:49][CH2:50][N:45]([C:51](=[O:52])[C:53]2[CH:58]=[CH:57][CH:56]=[CH:55][C:54]=2[C:59]([F:62])([F:60])[F:61])[CH2:46][CH2:47]1)[CH2:18][NH:17][C:15]([C:11]1[S:10][CH:14]=[CH:13][CH:12]=1)=[O:16] |f:3.4,5.6|. Procedure details: DIPEA (0.130 mL, 0.76 mmol) was added to a stirred solution of [(thiophene-2-carbonyl)-amino]-acetic acid (40 mg, 0.22 mmol) in DMF (1 mL). HOBT (35 mg, 0.26 mmol) and EDCI.HCl (49 mg, 0.26 mmol) were added, followed by the addition of piperazine-1-yl-(2-trifluoromethyl-phenyl)-methanone hydrochloride (70 mg, 0.24 mmol) at room temperature. The reaction mixture was stirred at room temperature overnight. Water was then added, and the product was extracted with EtOAc. The organic layer was washed ... Reaction SMILES: [CH3:1][O:2][C:3]1[CH:4]=[C:5]([C:11]([CH2:18][CH2:19][CH2:20][CH2:21][C:22]2[CH:27]=[CH:26][CH:25]=[CH:24][CH:23]=2)=[CH:12][C:13]([O:15][CH2:16][CH3:17])=[O:14])[CH:6]=[CH:7][C:8]=1[O:9][CH3:10].[H][H]>C(O)C.[Pd]>[CH3:1][O:2][C:3]1[CH:4]=[C:5]([CH:11]([CH2:18][CH2:19][CH2:20][CH2:21][C:22]2[CH:23]=[CH:24][CH:25]=[CH:26][CH:27]=2)[CH2:12][C:13]([O:15][CH2:16][CH3:17])=[O:14])[CH:6]=[CH:7][C:8]=1[O:9][CH3:10]. Procedure: A solution of ethyl 3-(3,4-dimethoxyphenyl)-7-phenyl-2-heptenoate (0.4 g, 1.1 mmol) in ethanol (20 mL) containing 10% Pd/C (few mg) is stirred under a balloon of hydrogen for 4 hours at room temperature. The catalyst is filtered and the solvent is removed in vacuo to produce ethyl 3-(3,4-dimethoxyphenyl)-7-phenylheptanoate (0.3 g, 73%) as an oil. 1H-NMR (300 MHz, CDCl3) δ (TMS) 1.11-1.20 (t, 3H), 1.20-1.65 (m, 6H), 2.45-2.59 (m, 4H), 2.92-3.10 (m, 1H), 3.82 (s, 6H), 4.00-4.08 (q, 2H), 6.62-6.82 ... The product is COC=1C=C(C=CC1OC)C(CC(=O)OCC)CCCCC1=CC=CC=C1 (ethyl 3-(3,4-dimethoxyphenyl)-7-phenylheptanoate). Yield: 73.6%. Reactants: COC=1C=C(C=CC1OC)C(=CC(=O)OCC)CCCCC1=CC=CC=C1 (ethyl 3-(3,4-dimethoxyphenyl)-7-phenyl-2-heptenoate), [H][H] (hydrogen). Run in C(C)O (ethanol). The reagents and catalysts are [Pd] (Pd/C). Reactants: ClC(=O)OCC(C)C (Isobutyl chloroformate), N([C@@H](CCCCNC(=O)OCC1=CC=CC=C1)C(=O)O)C(=O)OC(C)(C)C (Boc-Lys(Z)-OH), CN1CCOCC1 (4-methylmorpholine), N[C@@H](CC(C)C)C(=O)N[C@@H](CC(C)C)C(=O)OC.Cl (H-Leu-Leu-OMe·HCl), CN1CCOCC1 (4-Methylmorpholine), anhydride. The solvent is C(C)(=O)OCC (ethyl acetate), C(C)(=O)OCC (ethyl acetate), C(C)(=O)OCC (ethyl acetate), C(C)(=O)OCC (ethyl acetate), C(C)(=O)OCC (ethyl acetate), C(C)(=O)OCC (ethyl acetate), C(C)(=O)OCC (Ethyl acetate). Conditions: time 15 minute. The product is N([C@@H](CCCCNC(=O)OCC1=CC=CC=C1)C(=O)N[C@@H](CC(C)C)C(=O)N[C@@H](CC(C)C)C(=O)OC)C(=O)OC(C)(C)C (Boc-Lys(Z)-Leu-Leu-OMe). The yield is 90.0%. Reaction SMILES: ClC(OCC(C)C)=O.[NH:9]([C:29]([O:31][C:32]([CH3:35])([CH3:34])[CH3:33])=[O:30])[C@H:10]([C:26]([OH:28])=O)[CH2:11][CH2:12][CH2:13][CH2:14][NH:15][C:16]([O:18][CH2:19][C:20]1[CH:25]=[CH:24][CH:23]=[CH:22][CH:21]=1)=[O:17].CN1CCOCC1.[NH2:43][C@H:44]([C:49]([NH:51][C@H:52]([C:57]([O:59][CH3:60])=[O:58])[CH2:53][CH:54]([CH3:56])[CH3:55])=[O:50])[CH2:45][CH:46]([CH3:48])[CH3:47].Cl>C(OCC)(=O)C>[NH:9]([C:29]([O:31][C:32]([CH3:35])([CH3:34])[CH3:33])=[O:30])[C@H:10]([C:26]([NH:43][C@H:44]([C:49]([NH:51][C@H:52]([C:57]([O:59][CH3:60])=[O:58])[CH2:53][CH:54]([CH3:55])[CH3:56])=[O:50])[CH2:45][CH:46]([CH3:47])[CH3:48])=[O:28])[CH2:11][CH2:12][CH2:13][CH2:14][NH:15][C:16]([O:18][CH2:19][C:20]1[CH:21]=[CH:22][CH:23]=[CH:24][CH:25]=1)=[O:17] |f:3.4|. Procedure: Isobutyl chloroformate (13.66 g, 100 mmol) was added dropwise over 15 min at -15 to -10° C. to a solution of Boc-Lys(Z)-OH (38.04 9, 100 mmol) in ethyl acetate (200 g). Another portion of ethyl acetate was added (10 g) and the mixture was stirred for 15 min. 4-Methylmorpholine (10.12 g, 100 mmol) was added dropwise over 15 min at -15 to -10° C., followed by an additional portion of ethyl acetate (10.0 g) and the resulting mixture was stirred for 2 h. In a separate reaction vessel 4-methylmorphol... Reactants: ice water, 43, C1(=CC=CC=C1)NC1(CCN(CC1)CCC1=CC=CC=C1)C(=O)OCC (ethyl 4-(phenylamino)-1-(2-phenylethyl)-4-piperidinecarboxylate), 33.9, sodium dihydro-bis(2-methoxyethoxy)aluminate, [OH-].[Na+] (sodium hydroxide). Solvent: C1=CC=CC=C1 (benzene), C1=CC=CC=C1 (benzene). Run at time 3 hour. Yields the product C1(=CC=CC=C1)NC1(CCN(CC1)CCC1=CC=CC=C1)CO (4-(phenylamino)-1-(2-phenylethyl)-4-piperidinemethanol). As a reaction SMILES: [C:1]1([NH:7][C:8]2([C:22](OCC)=[O:23])[CH2:13][CH2:12][N:11]([CH2:14][CH2:15][C:16]3[CH:21]=[CH:20][CH:19]=[CH:18][CH:17]=3)[CH2:10][CH2:9]2)[CH:6]=[CH:5][CH:4]=[CH:3][CH:2]=1.[OH-].[Na+]>C1C=CC=CC=1>[C:1]1([NH:7][C:8]2([CH2:22][OH:23])[CH2:13][CH2:12][N:11]([CH2:14][CH2:15][C:16]3[CH:21]=[CH:20][CH:19]=[CH:18][CH:17]=3)[CH2:10][CH2:9]2)[CH:2]=[CH:3][CH:4]=[CH:5][CH:6]=1 |f:1.2|. Procedure: To a stirred and gently refluxing solution of 43 parts of ethyl 4-(phenylamino)-1-(2-phenylethyl)-4-piperidinecarboxylate in 288 parts of dry benzene is added dropwise a solution of 33.9 parts of sodium dihydro-bis(2-methoxyethoxy)aluminate 70% in 72 parts of dry benzene without heating. Upon completion, stirring is continued for 3 hours at reflux. The reaction mixture is allowed to cool to room temperature overnight and poured onto 1000 parts of ice-water. The resulting emulsion is decomposed b... Reactants: NCC(=O)O (glycine), C(C1=CC=CC=C1)(=S)O (thiobenzoic acid), [OH-].[Na+] (NaOH), BrC1=C(C=CC(=C1)Cl)CC(=O)Cl (2-bromo-p-chlorophenylacetyl chloride). The product is C(C1=CC=CC=C1)(=O)SC1=C(C=CC(=C1)Cl)CC(=O)NCC(=O)O (N-(2-benzoylmercapto-p-chlorophenylacetyl)glycine). Yield: 76.9%. As a reaction SMILES: [NH2:1][CH2:2][C:3]([OH:5])=[O:4].[OH-].[Na+].Br[C:9]1[CH:14]=[C:13]([Cl:15])[CH:12]=[CH:11][C:10]=1[CH2:16][C:17](Cl)=[O:18].[C:20]([OH:28])(=[S:27])[C:21]1[CH:26]=[CH:25][CH:24]=[CH:23][CH:22]=1>>[C:20]([S:27][C:9]1[CH:14]=[C:13]([Cl:15])[CH:12]=[CH:11][C:10]=1[CH2:16][C:17]([NH:1][CH2:2][C:3]([OH:5])=[O:4])=[O:18])(=[O:28])[C:21]1[CH:26]=[CH:25][CH:24]=[CH:23][CH:22]=1 |f:1.2|. Reported procedure: 4.9g (0.065 mol) of glycine was dissolved in 250 ml of 0.5 N--NaOH and then to the solution was added dropwise 14.6g (0.054 mol) of 2-bromo-p-chlorophenylacetyl chloride over 1 hour while stirring and cooling with a freezing mixture. After completion of the addition, the reaction mixture was stirred at room temperature for an additional 2 hours. During stirring, the pH of the mixture was adjusted to 8. The filtrate which had been prepared by dissolving 11.6g (0.08 mol) of thiobenzoic acid in 40 ...